This data is from the Open Reaction Database (ORD), a public repository of structured organic reaction records. The task is: describe an organic reaction: reactants, conditions, products, and yield The reactants are C(=CC1=CC=CC=C1)C=1C(=C(C=CC1)C=CC1=CC=CC=C1)C=CC1=CC=CC=C1 (tristyrylbenzene), C(CCCCCCCCCCC)OC=1C=C(C=C(C1)OCCCCCCCCCCCC)/C=C/C1=CC(=CC(=C1)\C=C\C1=CC(=CC(=C1)OCCCCCCCCCCCC)OCCCCCCCCCCCC)\C=C\C1=CC(=CC(=C1)OCCCCCCCCCCCC)OCCCCCCCCCCCC (1,3,5-tris[(E)-2-(3,5-didodecyloxyphenyl)-ethenyl]benzene). Yields the product CCCCCCCCCCOC1=CC(=CC(=C1)/C=C/C2=CC(=CC(=C2)/C=C/C3=CC(=CC(=C3)OCCCCCCCCCC)OCCCCCCCCCC)/C=C/C4=CC(=CC(=C4)OCCCCCCCCCC)OCCCCCCCCCC)OCCCCCCCCCC (TSB35), (1,3,5-tris[(E)3,5-didodecyloxyphenyl)-ethenyl]benzene. RXN SMILES: C(C1C(C=CC2C=CC=CC=2)=C(C=CC2C=CC=CC=2)C=CC=1)=CC1C=CC=CC=1.[CH2:31]([O:43][C:44]1[CH:45]=[C:46](/[CH:63]=[CH:64]/[C:65]2[CH:70]=[C:69](/[CH:71]=[CH:72]/[C:73]3[CH:78]=[C:77]([O:79][CH2:80][CH2:81][CH2:82][CH2:83][CH2:84][CH2:85][CH2:86][CH2:87][CH2:88][CH2:89]CC)[CH:76]=[C:75]([O:92][CH2:93][CH2:94][CH2:95][CH2:96][CH2:97][CH2:98][CH2:99][CH2:100][CH2:101][CH2:102]CC)[CH:74]=3)[CH:68]=[C:67](/[CH:105]=[CH:106]/[C:107]3[CH:112]=[C:111]([O:113][CH2:114][CH2:115][CH2:116][CH2:117][CH2:118][CH2:119][CH2:120][CH2:121][CH2:122][CH2:123]CC)[CH:110]=[C:109]([O:126][CH2:127][CH2:128][CH2:129][CH2:130][CH2:131][CH2:132][CH2:133][CH2:134][CH2:135][CH2:136]CC)[CH:108]=3)[CH:66]=2)[CH:47]=[C:48]([O:50][CH2:51][CH2:52][CH2:53][CH2:54][CH2:55][CH2:56][CH2:57][CH2:58][CH2:59][CH2:60]CC)[CH:49]=1)[CH2:32][CH2:33][CH2:34][CH2:35][CH2:36][CH2:37][CH2:38][CH2:39][CH2:40]CC>>[CH3:102][CH2:101][CH2:100][CH2:99][CH2:98][CH2:97][CH2:96][CH2:95][CH2:94][CH2:93][O:92][C:75]1[CH:74]=[C:73](/[CH:72]=[CH:71]/[C:69]2[CH:70]=[C:65](/[CH:64]=[CH:63]/[C:46]3[CH:47]=[C:48]([O:50][CH2:51][CH2:52][CH2:53][CH2:54][CH2:55][CH2:56][CH2:57][CH2:58][CH2:59][CH3:60])[CH:49]=[C:44]([O:43][CH2:31][CH2:32][CH2:33][CH2:34][CH2:35][CH2:36][CH2:37][CH2:38][CH2:39][CH3:40])[CH:45]=3)[CH:66]=[C:67](/[CH:105]=[CH:106]/[C:107]3[CH:108]=[C:109]([O:126][CH2:127][CH2:128][CH2:129][CH2:130][CH2:131][CH2:132][CH2:133][CH2:134][CH2:135][CH3:136])[CH:110]=[C:111]([O:113][CH2:114][CH2:115][CH2:116][CH2:117][CH2:118][CH2:119][CH2:120][CH2:121][CH2:122][CH3:123])[CH:112]=3)[CH:68]=2)[CH:78]=[C:77]([O:79][CH2:80][CH2:81][CH2:82][CH2:83][CH2:84][CH2:85][CH2:86][CH2:87][CH2:88][CH3:89])[CH:76]=1. Reported procedure: The employed network molecule is derived from tristyrylbenzene, i.e. (1,3,5-tris[(E)-2-(3,5-didodecyloxyphenyl)-ethenyl]benzene). (TSB35), it has also been provided with (1,3,5-tris[(E)3,5-didodecyloxyphenyl)-ethenyl]benzene) (OC12H25 lateral arm). The latter has been solubilised in a solvent (phenyl-octane or tetradecane) at approximately 10−4 mol/L concentration. A drop of the solution has been then deposited on the freshly dived sample. The 2-D sieve thus obtained has been characterized using...